Dataset: the Open Reaction Database (ORD), a public repository of structured organic reaction records. Task: describe an organic reaction: reactants, conditions, products, and yield Starting materials: CC(C)(C)[S@@](=O)/N=C/C1=NC=C(C(=C1)C)OCC(F)(F)F ((R,E)-2-methyl-N-((4-methyl-5-(2,2,2-trifluoroethoxy)pyridin-2-yl)methylene)propane-2-sulfinamide), C[Mg]Br (methylmagnesium bromide), C1CCOC1 (THF). Run in C(Cl)Cl (DCM). Reaction conditions: temperature -78 celsius, time 1 hour. Yields the product CC(C)(C)[S@@](=O)NC(C)C1=NC=C(C(=C1)C)OCC(F)(F)F ((R)-2-methyl-N-(1-(4-methyl-5-(2,2,2-trifluoroethoxy)pyridin-2-yl)ethyl)propane-2-sulfinamide). The yield is 94.0%. Reaction SMILES: [CH3:1][C:2]([S@:5](/[N:7]=[CH:8]/[C:9]1[CH:14]=[C:13]([CH3:15])[C:12]([O:16][CH2:17][C:18]([F:21])([F:20])[F:19])=[CH:11][N:10]=1)=[O:6])([CH3:4])[CH3:3].[CH3:22][Mg]Br.C1COCC1>C(Cl)Cl>[CH3:4][C:2]([S@:5]([NH:7][CH:8]([C:9]1[CH:14]=[C:13]([CH3:15])[C:12]([O:16][CH2:17][C:18]([F:21])([F:19])[F:20])=[CH:11][N:10]=1)[CH3:22])=[O:6])([CH3:1])[CH3:3]. Procedure: To a solution of (R,E)-2-methyl-N-((4-methyl-5-(2,2,2-trifluoroethoxy)pyridin-2-yl)methylene)propane-2-sulfinamide (1.1 g, 3.4 mmol, Step-6) in DCM (50 mL) is added dropwise a solution of methylmagnesium bromide in THF (0.97 M, 7.0 mL, 6.8 mmol) at −78° C. After stirring at −78° C. for 1 h, the reaction is quenched with saturated aqueous ammonium chloride solution (100 mL). The aqueous layer is extracted with DCM (100 mL×2). The combined organic layer is washed with water (100 mL), and dried ove...